This data is from the Open Reaction Database (ORD), a public repository of structured organic reaction records. The task is: describe an organic reaction: reactants, conditions, products, and yield Reactants: CC1(OCCO1)C1=CC=C(N=N1)CCCOC1=C(C=C(C=C1C)N1OC(=NC1)C(F)(F)F)C (6-(2-methyl-1,3-dioxolan-2-yl)-3-[3-[2,6-dimethyl-4-(5-trifluoromethyl-1,2,4-oxadiazol-2-yl)-phenoxy]-propyl]-pyridazine), C(C)(=O)O (acetic acid), C([O-])(O)=O.[Na+] (sodium bicarbonate). Run in O (water). Product: C(C)(=O)C1=CC=C(N=N1)CCCOC1=C(C=C(C=C1C)N1OC(=NC1)C(F)(F)F)C (6-acetyl-3-[3-[2,6-dimethyl-4-(5-trifluoromethyl-1,2,4-oxadiazol-2-yl)-phenoxy]-propyl]-pyridazine). Yield: 65.8%. As a reaction SMILES: [CH3:1][C:2]1([C:7]2[N:12]=[N:11][C:10]([CH2:13][CH2:14][CH2:15][O:16][C:17]3[C:22]([CH3:23])=[CH:21][C:20]([N:24]4[CH2:28][N:27]=[C:26]([C:29]([F:32])([F:31])[F:30])[O:25]4)=[CH:19][C:18]=3[CH3:33])=[CH:9][CH:8]=2)OCC[O:3]1.C(O)(=O)C.C(=O)(O)[O-].[Na+]>O>[C:2]([C:7]1[N:12]=[N:11][C:10]([CH2:13][CH2:14][CH2:15][O:16][C:17]2[C:22]([CH3:23])=[CH:21][C:20]([N:24]3[CH2:28][N:27]=[C:26]([C:29]([F:32])([F:31])[F:30])[O:25]3)=[CH:19][C:18]=2[CH3:33])=[CH:9][CH:8]=1)(=[O:3])[CH3:1] |f:2.3|. Procedure details: A mixture of 0.5 g (1.08 mmol) of 6-(2-methyl-1,3-dioxolan-2-yl)-3-[3-[2,6-dimethyl-4-(5-trifluoromethyl-1,2,4-oxadiazol-2-yl)-phenoxy]-propyl]-pyridazine from example 8f, 8 mL of acetic acid, and 2 mL of water was heated to reflux. After adding acid solution, the reaction mixture was refluxed for 5 h. Upon cooling, the above reaction mixture was added to a freshly prepared sodium bicarbonate solution with stirring. The product was isolated and purified by chromatography on MPLC eluting with 30-...